describe an organic reaction: reactants, conditions, products, and yield From a dataset of the Open Reaction Database (ORD), a public repository of structured organic reaction records. Starting materials: BrC=1C=CC(=C(C(C#N)C2=NC=CC=C2OCOC)C1)OCOC (2-(5-bromo-α-cyano-2-methoxymethoxybenzyl)-3-methoxymethoxypyridine), C([O-])([O-])=O.[K+].[K+] (potassium carbonate), CN(C)C=O (DMF). Reagents/catalysts: S(=O)(=O)(O)[O-].C(CCC)[N+](CCCC)(CCCC)CCCC (tetrabutylammonium hydrogensulfate). Run in O (water). Reaction conditions: time 38 hour. Product: BrC=1C=CC(=C(C(=O)C2=NC=CC=C2OCOC)C1)OCOC (2-(5-bromo-2-methoxymethoxybenzoyl)-3-methoxymethoxypyridine). Isolated yield 87.0%. RXN SMILES: [Br:1][C:2]1[CH:3]=[CH:4][C:5]([O:21][CH2:22][O:23][CH3:24])=[C:6]([CH:20]=1)[CH:7]([C:10]1[C:15]([O:16][CH2:17][O:18][CH3:19])=[CH:14][CH:13]=[CH:12][N:11]=1)C#N.C(=O)([O-])[O-:26].[K+].[K+].CN(C=O)C>S([O-])(O)(=O)=O.C([N+](CCCC)(CCCC)CCCC)CCC.O>[Br:1][C:2]1[CH:3]=[CH:4][C:5]([O:21][CH2:22][O:23][CH3:24])=[C:6]([CH:20]=1)[C:7]([C:10]1[C:15]([O:16][CH2:17][O:18][CH3:19])=[CH:14][CH:13]=[CH:12][N:11]=1)=[O:26] |f:1.2.3,5.6|. Procedure: A mixture of 2-(5-bromo-α-cyano-2-methoxymethoxybenzyl)-3-methoxymethoxypyridine (2.40 g), potassium carbonate (2.53 g), tetrabutylammonium hydrogensulfate (0.41 g) and DMF (24 ml) was stirred for 38 hours at room temperature. The reaction mixture was poured into water, which was subjected to extraction with ethyl acetate. The extract solution was washed with water, dried (anhydrous sodium sulfate), and concentrated to leave an oily product. The oily product was purified by means of a silica gel... Reactants: NC=1C=NC=CC1N (3,4-diaminopyridine), COC1=C(C(=O)O)C=CC(=C1)NS(=O)(=O)C (2-methoxy-4-methanesulfonylaminobenzoic acid). Solvent: P(=O)(Cl)(Cl)Cl (phosphorus oxychloride). Product: COC1=C(C=CC(=C1)NS(=O)(=O)C)C=1NC2=C(C=NC=C2)N1 (2-(2'-Methoxy-4'-methanesulfonylamino-phenyl)-imidazo[4,5-c]pyridine). Reaction SMILES: [NH2:1][C:2]1[CH:3]=[N:4][CH:5]=[CH:6][C:7]=1[NH2:8].[CH3:9][O:10][C:11]1[CH:19]=[C:18]([NH:20][S:21]([CH3:24])(=[O:23])=[O:22])[CH:17]=[CH:16][C:12]=1[C:13](O)=O>P(Cl)(Cl)(Cl)=O>[CH3:9][O:10][C:11]1[CH:19]=[C:18]([NH:20][S:21]([CH3:24])(=[O:23])=[O:22])[CH:17]=[CH:16][C:12]=1[C:13]1[NH:8][C:7]2[CH:6]=[CH:5][N:4]=[CH:3][C:2]=2[N:1]=1. Procedure details: Quantities of 5.45 gm (50 mmol) of 3,4-diaminopyridine and 12.25 gm (50 mmol) of 2-methoxy-4-methanesulfonylaminobenzoic acid were triturated together and refluxed for four hours in 300 ml of phosphorus oxychloride. Excess phosphorus oxychloride was then distilled off, and the residue was mixed with 500 ml of water and adjusted to a pH of 8 with concentrated ammonia. The insoluble components were filtered off, the filtrate was saturated with sodium chloride, and the crude product precipitated. A... Starting materials: [Li]CCCC, CCCC[Sn](Cl)(CCCC)CCCC, C1CCOC1, CCCCCC, [Cl-], [NH4+], Cc1ccc(S(=O)(=O)c2ncn3ccsc23)cc1. The product is CCCC[Sn](CCCC)(CCCC)c1cn2cnc(S(=O)(=O)c3ccc(C)cc3)c2s1. RXN SMILES: [CH2:25]([Li:26])[CH2:27][CH2:28][CH3:29].[CH2:30]([CH2:31][CH2:32][CH3:33])[Sn:34]([CH2:35][CH2:36][CH2:37][CH3:38])([CH2:39][CH2:40][CH2:41][CH3:42])[Cl:43].[CH2:46]1[O:47][CH2:48][CH2:49][CH2:50]1.[CH3:19][CH2:20][CH2:21][CH2:22][CH2:23][CH3:24].[Cl-:44].[NH4+:45].[c:1]1([CH3:18])[cH:2][cH:3][c:4]([S:7](=[O:8])(=[O:9])[c:10]2[n:11][cH:12][n:13]3[c:14]2[s:15][cH:16][cH:17]3)[cH:5][cH:6]1>>[c:1]1([CH3:18])[cH:2][cH:3][c:4]([S:7](=[O:8])(=[O:9])[c:10]2[n:11][cH:12][n:13]3[c:14]2[s:15][c:16]([Sn:34]([CH2:30][CH2:31][CH2:32][CH3:33])([CH2:35][CH2:36][CH2:37][CH3:38])[CH2:39][CH2:40][CH2:41][CH3:42])[cH:17]3)[cH:5][cH:6]1. The reactants are [Cl-].O[NH3+] (Hydroxylammonium chloride), C(C)(=O)[O-].[Na+] (sodium acetate), CSC1=CC=C(C=C1)C(CC1=CC=CC=C1)=O (1-(4-methylsulfanyl-phenyl)-2-phenyl-ethanone). Run in O (water), C(C)O (ethanol). The product is CSC1=CC=C(C=C1)C(CC1=CC=CC=C1)=NO (1-(4-Methylsulfanyl-phenyl)-2-phenyl-ethanone oxime). Yield: 70.9%. RXN SMILES: [Cl-].[OH:2][NH3+:3].C([O-])(=O)C.[Na+].[CH3:9][S:10][C:11]1[CH:16]=[CH:15][C:14]([C:17](=O)[CH2:18][C:19]2[CH:24]=[CH:23][CH:22]=[CH:21][CH:20]=2)=[CH:13][CH:12]=1>O.C(O)C>[CH3:9][S:10][C:11]1[CH:16]=[CH:15][C:14]([C:17](=[N:3][OH:2])[CH2:18][C:19]2[CH:24]=[CH:23][CH:22]=[CH:21][CH:20]=2)=[CH:13][CH:12]=1 |f:0.1,2.3|. Procedure: Hydroxylammonium chloride (4.19 g, 60.2 mmol) and sodium acetate (7.42 g, 90.4 mmol) are dissolved in 20 ml of water. To this solution 9.72 g (40.1 mmol) of 1-(4-methylsulfanyl-phenyl)-2-phenyl-ethanone in 60 ml of ethanol are added. The reaction mixture is heated to reflux for 18.5 hr. The reaction mixture was concentrated by rotary evaporation and poured into water. The resulting white solid is filterd and washed with water. After drying under reduced pressure, recrystallization from hexane-CH... Reactants: CCOCC, CC(C)[Si](ON=C1CCc2ccc(Br)cc21)(C(C)C)C(C)C, Cl. The product is Brc1ccc2c(c1)NCCC2. As a reaction SMILES: [CH3:24][CH2:25][O:26][CH2:27][CH3:28].[CH:1]([Si:2]([CH:3]([CH3:4])[CH3:5])([CH:17]([CH3:18])[CH3:19])[O:20][N:6]=[C:7]1[CH2:8][CH2:9][c:10]2[cH:11][cH:12][c:13]([Br:16])[cH:14][c:15]21)([CH3:21])[CH3:22].[ClH:23]>>[NH:6]1[CH2:7][CH2:8][CH2:9][c:10]2[cH:11][cH:12][c:13]([Br:16])[cH:14][c:15]21.